This data is from the Open Reaction Database (ORD), a public repository of structured organic reaction records. The task is: describe an organic reaction: reactants, conditions, products, and yield Reactants: C(C#C)O (propargyl alcohol), C(#N)CCCCC(=O)OC (methyl 5-cyanovalerate). Reagents/catalysts: CC([O-])C.CC([O-])C.CC([O-])C.CC([O-])C.[Ti+4] (titanium tetraisopropoxide). The solvent is CO (methanol). Product: C(#N)CCCCC(=O)OCC#C (2-propynyl 5-cyanovalerate). The yield is 79.3%. As a reaction SMILES: [CH2:1](O)[C:2]#C.[C:5]([CH2:7][CH2:8][CH2:9][CH2:10][C:11]([O:13][CH3:14])=[O:12])#[N:6]>CC(C)[O-].CC(C)[O-].CC(C)[O-].CC(C)[O-].[Ti+4].CO>[C:5]([CH2:7][CH2:8][CH2:9][CH2:10][C:11]([O:13][CH2:14][C:1]#[CH:2])=[O:12])#[N:6] |f:2.3.4.5.6|. Procedure details: 15.1 g (269 mmol) of propargyl alcohol and 1.92 g (7 mmol) of titanium tetraisopropoxide were added to 18.0 g of the obtained methyl 5-cyanovalerate, and heated and stirred at 120° C. for 8 hours while methanol was removed. After the reaction, methanol and excessive propargyl alcohol were evaporated away under reduced pressure, and the residue was purified through column chromatography (Wakogel C-200, elution with hexane/ethyl acetate=1/9) to give 16.7 g (yield 75%) of 2-propynyl 5-cyanovalerate...